From a dataset of the Open Reaction Database (ORD), a public repository of structured organic reaction records. describe an organic reaction: reactants, conditions, products, and yield The reactants are [N+](=O)([O-])C1=CC=C(C=C1)C(C(=O)OC)CC(=O)OC (Dimethyl 2-(4-Nitrophenyl)Succinate). The solvent is CO (methanol). Conditions: time 1 hour. Yields the product NC1=CC=C(C=C1)C(C(=O)OC)CC(=O)OC (Dimethyl 2-(4-Aminophenyl)Succinate). The yield is 98348.4%. Reaction SMILES: [N+:1]([C:4]1[CH:9]=[CH:8][C:7]([CH:10]([CH2:15][C:16]([O:18][CH3:19])=[O:17])[C:11]([O:13][CH3:14])=[O:12])=[CH:6][CH:5]=1)([O-])=O>CO>[NH2:1][C:4]1[CH:9]=[CH:8][C:7]([CH:10]([CH2:15][C:16]([O:18][CH3:19])=[O:17])[C:11]([O:13][CH3:14])=[O:12])=[CH:6][CH:5]=1. Reported procedure: Compound 8 (0.73 g/0.0027 mmol) was then dissolved in 20 ml absolute methanol/2 ml THF and placed in a 500 ml Parr bottle. The bottle was flushed with nitrogen gas and then ˜200 mg 5% Pd—C added as catalyst. The resultant mixture was hydrogenated in a Parr Hydrogenator for 1 hour at ˜40 psi hydrogen. The initial uptake of hydrogen was rapid. The excess catalyst was removed by suction filtration through Celite, the filter cake washed with methanol and the filtrate evaporated in vacuo. The product... Procedure details: A mixture of 12 g of 7-chloro-N-(2-hydroxy-1-methylethyl)-4-quinolinamine and 112 ml of acetic acid was stirred at room temperature and to it 8 g of bromine was added dropwise over a thirty minute period. The product precipitated from the solution as the hydrobromide salt and it was isolated by filtration, dissolved in water and basified with sodium hydroxide. The free base was extracted into dichloromethane and evaporation of solvents resulted in a solid which was purified by HPLC using 95:5 di... The product is BrC=1C=NC2=CC(=CC=C2C1NC(CO)C)Cl (3-Bromo-7-chloro-N-(2-hydroxy-1-methylethyl)-4-quinolinamine). The solvent is O (water), [OH-].[Na+] (sodium hydroxide). As a reaction SMILES: [Cl:1][C:2]1[CH:11]=[C:10]2[C:5]([C:6]([NH:12][CH:13]([CH3:16])[CH2:14][OH:15])=[CH:7][CH:8]=[N:9]2)=[CH:4][CH:3]=1.C(O)(=O)C.[Br:21]Br>O.[OH-].[Na+]>[Br:21][C:7]1[CH:8]=[N:9][C:10]2[C:5]([C:6]=1[NH:12][CH:13]([CH3:16])[CH2:14][OH:15])=[CH:4][CH:3]=[C:2]([Cl:1])[CH:11]=2 |f:4.5|. The reactants are ClC1=CC=C2C(=CC=NC2=C1)NC(CO)C (7-chloro-N-(2-hydroxy-1-methylethyl)-4-quinolinamine), C(C)(=O)O (acetic acid), BrBr (bromine). Yield: 57.0%.